describe an organic reaction: reactants, conditions, products, and yield From a dataset of the Open Reaction Database (ORD), a public repository of structured organic reaction records. Reactants: ClC(=O)OC1=CC=C(C=C1)OC (4-methoxyphenyl chloroformate), C[Si](N1C(CCC1)=O)(C)C (1-trimethylsilyl-2-pyrrolidinone). The solvent is C1(=CC=CC=C1)C (toluene), C1(=CC=CC=C1)C (toluene). Reaction conditions: time 30 minute. The product is COC1=CC=C(OC(=O)N2C(CCC2)=O)C=C1 (1-(4'-Methoxyphenoxycarbonyl)-2-pyrrolidinone). Yield: 72.6%. Reaction SMILES: Cl[C:2]([O:4][C:5]1[CH:10]=[CH:9][C:8]([O:11][CH3:12])=[CH:7][CH:6]=1)=[O:3].C[Si](C)(C)[N:15]1[CH2:19][CH2:18][CH2:17][C:16]1=[O:20]>C1(C)C=CC=CC=1>[CH3:12][O:11][C:8]1[CH:9]=[CH:10][C:5]([O:4][C:2]([N:15]2[CH2:19][CH2:18][CH2:17][C:16]2=[O:20])=[O:3])=[CH:6][CH:7]=1. Reported procedure: To a solution of 4-methoxyphenyl chloroformate (3.73 g, 20.2 mmol) in anhydrous toluene (10 ml) was added a solution of 1-trimethylsilyl-2-pyrrolidinone (3.46 g, 22.0 mmol) in anhydrous toluene (10 ml). The mixture was stirred at room temperature for 30 min. The reaction mixture was evaporated under reduced pressure to dryness to give a solid material. Recrystallization from ethanol afforded 3.45 g of colorless prisms. Yield 73.4%